This data is from the Open Reaction Database (ORD), a public repository of structured organic reaction records. The task is: describe an organic reaction: reactants, conditions, products, and yield The reactants are C(CC)C1=CC(=C(C=C1)O)[N+](=O)[O-] (4-propyl-2-nitrophenol), [H][H] (hydrogen). The reagents and catalysts are [Pd] (palladium on carbon). The solvent is C(C)(=O)OCC (ethyl acetate). Product: NC1=C(C=CC(=C1)CCC)O (2-amino-4-propylphenol). Yield: 93.2%. As a reaction SMILES: [CH2:1]([C:4]1[CH:9]=[CH:8][C:7]([OH:10])=[C:6]([N+:11]([O-])=O)[CH:5]=1)[CH2:2][CH3:3].[H][H]>[Pd].C(OCC)(=O)C>[NH2:11][C:6]1[CH:5]=[C:4]([CH2:1][CH2:2][CH3:3])[CH:9]=[CH:8][C:7]=1[OH:10]. Reported procedure: A mixture of 6.65 g of 4-propyl-2-nitrophenol, 55 ml of ethyl acetate and 1.0 g of 5% palladium on carbon was stirred under about one atmosphere of hydrogen at room temperature for two hours. The mixture was filtered through Celite™. The filtrate was concentrated under reduced pressure to give 5.17 g of 2-amino-4-propylphenol. The reactants are C(C1=CC=CC=C1)C=1C=NC2=C(C=CC=C2C1C=1C=C(C=CC1)N)C(F)(F)F ({3-[3-benzyl-8-(trifluoromethyl)quinolin-4-yl]phenyl}amine), C(C)OC=1C(=CC=C(C=O)C1)O (5-ethoxy-4-hydroxybenzaldehyde). Product: C(C1=CC=CC=C1)C=1C=NC2=C(C=CC=C2C1C=1C=C(C=CC1)NCC1=CC(=C(C=C1)O)OCC)C(F)(F)F (4-[({3-[3-BENZYL-8-(TRIFLUOROMETHYL)QUINOLIN-4-YL]PHENYL}AMINO)METHYL]-2-ETHOXYPHENOL). As a reaction SMILES: [CH2:1]([C:8]1[CH:9]=[N:10][C:11]2[C:16]([C:17]=1[C:18]1[CH:19]=[C:20]([NH2:24])[CH:21]=[CH:22][CH:23]=1)=[CH:15][CH:14]=[CH:13][C:12]=2[C:25]([F:28])([F:27])[F:26])[C:2]1[CH:7]=[CH:6][CH:5]=[CH:4][CH:3]=1.[CH2:29]([O:31][C:32]1[C:33]([OH:40])=[CH:34][CH:35]=[C:36]([CH:39]=1)[CH:37]=O)[CH3:30]>>[CH2:1]([C:8]1[CH:9]=[N:10][C:11]2[C:16]([C:17]=1[C:18]1[CH:19]=[C:20]([NH:24][CH2:37][C:36]3[CH:35]=[CH:34][C:33]([OH:40])=[C:32]([O:31][CH2:29][CH3:30])[CH:39]=3)[CH:21]=[CH:22][CH:23]=1)=[CH:15][CH:14]=[CH:13][C:12]=2[C:25]([F:28])([F:26])[F:27])[C:2]1[CH:3]=[CH:4][CH:5]=[CH:6][CH:7]=1. Procedure: The title compound was prepared from {3-[3-benzyl-8-(trifluoromethyl)quinolin-4-yl]phenyl}amine and 5-ethoxy-4-hydroxybenzaldehyde according to the procedure of step 1, Example 66. MS (ESI) m/z 529; MS (ESI) m/z 527. Starting materials: C1(=CC=CC=C1)C(OC[C@H]1[C@@H](O)[C@H](O)[C@H](O1)COC(C1=CC=CC=C1)(C1=CC=CC=C1)C1=CC=CC=C1)(C1=CC=CC=C1)C1=CC=CC=C1 (2,5-anhydro-1,6-bis-O-(triphenylmethyl)-D-glucitol), [H-].[Na+] (sodium hydride), CO (Methanol), C(C1=CC=CC=C1)Br (benzyl bromide). Solvent: CN(C=O)C (dimethylformamide). Reaction conditions: time 1.5 hour. The product is C1(=CC=CC=C1)CO[C@@H]1[C@H](COC(C2=CC=CC=C2)(C2=CC=CC=C2)C2=CC=CC=C2)O[C@@H]([C@H]1OCC1=CC=CC=C1)COC(C1=CC=CC=C1)(C1=CC=CC=C1)C1=CC=CC=C1 (2.5-Anhydro-3,4-bis-O-(phenylmethyl)-1,6-bis-O-(triphenylmethyl)-D-glucitol). Yield: 165.7%. Reaction SMILES: [C:1]1([C:7]([C:44]2[CH:49]=[CH:48][CH:47]=[CH:46][CH:45]=2)([C:38]2[CH:43]=[CH:42][CH:41]=[CH:40][CH:39]=2)[O:8][CH2:9][C@@H:10]2[O:16][C@H:15]([CH2:17][O:18][C:19]([C:32]3[CH:37]=[CH:36][CH:35]=[CH:34][CH:33]=3)([C:26]3[CH:31]=[CH:30][CH:29]=[CH:28][CH:27]=3)[C:20]3[CH:25]=[CH:24][CH:23]=[CH:22][CH:21]=3)[C@@H:13]([OH:14])[C@@H:11]2[OH:12])[CH:6]=[CH:5][CH:4]=[CH:3][CH:2]=1.[H-].[Na+].[CH2:52](Br)[C:53]1[CH:58]=[CH:57][CH:56]=[CH:55][CH:54]=1.CO>CN(C)C=O>[C:53]1([CH2:52][O:14][C@H:13]2[C@H:11]([O:12][CH2:7][C:1]3[CH:6]=[CH:5][CH:4]=[CH:3][CH:2]=3)[C@@H:10]([CH2:9][O:8][C:7]([C:1]3[CH:6]=[CH:5][CH:4]=[CH:3][CH:2]=3)([C:38]3[CH:39]=[CH:40][CH:41]=[CH:42][CH:43]=3)[C:44]3[CH:49]=[CH:48][CH:47]=[CH:46][CH:45]=3)[O:16][C@H:15]2[CH2:17][O:18][C:19]([C:20]2[CH:25]=[CH:24][CH:23]=[CH:22][CH:21]=2)([C:26]2[CH:27]=[CH:28][CH:29]=[CH:30][CH:31]=2)[C:32]2[CH:33]=[CH:34][CH:35]=[CH:36][CH:37]=2)[CH:58]=[CH:57][CH:56]=[CH:55][CH:54]=1 |f:1.2|. Reported procedure: A solution of 800 mg of 2,5-anhydro-1,6-bis-O-(triphenylmethyl)-D-glucitol in 16 ml of dry dimethylformamide was treated with 240 mg of freshly washed sodium hydride. The mixture was stirred 1.5 hours, then 1.30 g of benzyl bromide was added and stirring continued for 2.5 days. Methanol was added, the solvents removed in vacuo and the residue taken up in chloroform/water. The organic layer was washed with water and brine, then dried and evaporated, giving a yellow oil which was flash chromatogra... Reactants: C1(=CCCC1)C1=NN(C2=C(N=CC=C21)OC)C2=CC=C(C=C2)S(=O)(=O)N (4-(3-(cyclopent-1-en-1-yl)-7-methoxy-1H-pyrazolo[3,4-c]pyridin-1-yl)benzenesulfonamide), O (water). Reagents/catalysts: [Pd] (palladium/carbon). The solvent is CO (methanol). Conditions: time 8 hour. Product: C1(CCCC1)C1=NN(C2=C(N=CC=C21)OC)C2=CC=C(C=C2)S(=O)(=O)N (4-(3-cyclopentyl-7-methoxy-1H-pyrazolo[3,4-c]pyridin-1-yl)benzenesulfonamide). The yield is 135.6%. As a reaction SMILES: [C:1]1([C:6]2[C:14]3[C:9](=[C:10]([O:15][CH3:16])[N:11]=[CH:12][CH:13]=3)[N:8]([C:17]3[CH:22]=[CH:21][C:20]([S:23]([NH2:26])(=[O:25])=[O:24])=[CH:19][CH:18]=3)[N:7]=2)[CH2:5][CH2:4][CH2:3][CH:2]=1.O>CO.[Pd]>[CH:1]1([C:6]2[C:14]3[C:9](=[C:10]([O:15][CH3:16])[N:11]=[CH:12][CH:13]=3)[N:8]([C:17]3[CH:18]=[CH:19][C:20]([S:23]([NH2:26])(=[O:24])=[O:25])=[CH:21][CH:22]=3)[N:7]=2)[CH2:2][CH2:3][CH2:4][CH2:5]1. Reported procedure: To a solution of 4-(3-(cyclopent-1-en-1-yl)-7-methoxy-1H-pyrazolo[3,4-c]pyridin-1-yl)benzenesulfonamide (22 mg) in methanol (10 mL) was added 10% palladium/carbon (6.32 mg) containing water, and the mixture was stirred overnight under hydrogen atmosphere at room temperature. The reaction mixture was filtered, and the filtrate was concentrated under reduced pressure to give the title compound (30 mg). Starting materials: COc1ccc(CN)cc1, O=C(O)c1cccnc1Cl, c1ccncc1. Product: COc1ccc(CNc2ncccc2C(=O)O)cc1. As a reaction SMILES: [CH3:1][O:2][c:3]1[cH:4][cH:5][c:6]([CH2:7][NH2:8])[cH:9][cH:10]1.[Cl:11][c:12]1[c:13]([C:14](=[O:15])[OH:16])[cH:17][cH:18][cH:19][n:20]1.[cH:21]1[cH:22][cH:23][n:24][cH:25][cH:26]1>>[CH3:1][O:2][c:3]1[cH:4][cH:5][c:6]([CH2:7][NH:8][c:12]2[c:13]([C:14](=[O:15])[OH:16])[cH:17][cH:18][cH:19][n:20]2)[cH:9][cH:10]1. Starting materials: C(C1=CC=CC=C1)O[C@@H]1[C@H]([C@@H](OC1(CO)CO)N1C(=O)NC(=O)C(C)=C1)O (1-(3-O-Benzy-4-hydroxymethyl-β-D-xylofuranosyl)thymine), N1=CC=CC=C1 (pyridine), CS(=O)(=O)Cl (methanesulfonyl chloride). Solvent: O1CCCC1 (tetrahydrofuran). Reaction conditions: time 18 hour. The product is C(C1=CC=CC=C1)O[C@@H]1[C@H]([C@@H](OC1(COS(=O)(=O)C)COS(=O)(=O)C)N1C(=O)NC(=O)C(C)=C1)OS(=O)(=O)C (1-(3-O-Benzyl-2,5-di-O-methanesulfonyl-4-C-(methanesulfonyloxymethyl)-β-D-xylofuranosyl)thymine). Yield: 50.9%. RXN SMILES: [CH2:1]([O:8][C@H:9]1[C:13]([CH2:16][OH:17])([CH2:14][OH:15])[O:12][C@@H:11]([N:18]2[CH:26]=[C:24]([CH3:25])[C:22](=[O:23])[NH:21][C:19]2=[O:20])[C@@H:10]1[OH:27])[C:2]1[CH:7]=[CH:6][CH:5]=[CH:4][CH:3]=1.N1C=CC=CC=1.[CH3:34][S:35](Cl)(=[O:37])=[O:36]>O1CCCC1>[CH2:1]([O:8][C@H:9]1[C:13]([CH2:14][O:15][S:35]([CH3:34])(=[O:37])=[O:36])([CH2:16][O:17][S:35]([CH3:34])(=[O:37])=[O:36])[O:12][C@@H:11]([N:18]2[CH:26]=[C:24]([CH3:25])[C:22](=[O:23])[NH:21][C:19]2=[O:20])[C@@H:10]1[O:27][S:35]([CH3:34])(=[O:37])=[O:36])[C:2]1[CH:3]=[CH:4][CH:5]=[CH:6][CH:7]=1. Reported procedure: To a solution of nucleoside 5 (1100 mg, 2.91 mmol) in anhydrous tetrahydrofuran (20 cm3) was added anhydrous pyridine (5 cm3) followed by methanesulfonyl chloride (1.2 ml, 15.5 mmol). The mixture was stirred under a nitrogen atmosphere for 18 h at room temperature. The reaction mixture was evaporated to dryness under reduced pressure and dissolved in ethyl acetate. The organic phase was washed with saturated aqueous solution of sodium hydrogen carbonate (3×10 cm3) and dried (Na2SO4). The organic...